The task is: describe an organic reaction: reactants, conditions, products, and yield. This data is from the Open Reaction Database (ORD), a public repository of structured organic reaction records. Reactants: O=C1CCCC(=O)C1Cc1ccccc1, CO, Cl, Cc1ccc(S(=O)(=O)NN)cc1. Yields the product Cc1ccc(S(=O)(=O)NN=C2CCCC(=O)C2Cc2ccccc2)cc1. Reaction SMILES: [CH2:1]([c:2]1[cH:3][cH:4][cH:5][cH:6][cH:7]1)[CH:8]1[C:9](=[O:15])[CH2:10][CH2:11][CH2:12][C:13]1=[O:14].[CH3:29][OH:30].[ClH:28].[c:16]1([CH3:27])[cH:17][cH:18][c:19]([S:22](=[O:23])(=[O:24])[NH:25][NH2:26])[cH:20][cH:21]1>>[CH2:1]([c:2]1[cH:3][cH:4][cH:5][cH:6][cH:7]1)[CH:8]1[C:9](=[O:15])[CH2:10][CH2:11][CH2:12][C:13]1=[N:26][NH:25][S:22]([c:19]1[cH:18][cH:17][c:16]([CH3:27])[cH:21][cH:20]1)(=[O:23])=[O:24].